Dataset: the Open Reaction Database (ORD), a public repository of structured organic reaction records. Task: describe an organic reaction: reactants, conditions, products, and yield Reactants: CC(=O)NC=CSC1=C(C(=O)OCc2ccc([N+](=O)[O-])cc2)N2C(=O)C(C(C)OC=O)C2C1, CCOC(C)=O, [Na+], C1COCCO1, [OH-]. The product is CC(=O)NC=CSC1=C(C(=O)OCc2ccc([N+](=O)[O-])cc2)N2C(=O)C(C(C)O)C2C1. As a reaction SMILES: [C:1]([CH3:2])(=[O:3])[NH:4][CH:5]=[CH:6][S:7][C:8]1=[C:9]([C:21](=[O:22])[O:23][CH2:24][c:25]2[cH:26][cH:27][c:28]([N+:31](=[O:32])[O-:33])[cH:29][cH:30]2)[N:10]2[C:11](=[O:20])[CH:12]([CH:15]([CH3:16])[O:17][CH:18]=[O:19])[CH:13]2[CH2:14]1.[CH2:36]([O:37][C:38](=[O:39])[CH3:40])[CH3:41].[Na+:35].[O:42]1[CH2:43][CH2:44][O:45][CH2:46][CH2:47]1.[OH-:34]>>[C:1]([CH3:2])(=[O:3])[NH:4][CH:5]=[CH:6][S:7][C:8]1=[C:9]([C:21](=[O:22])[O:23][CH2:24][c:25]2[cH:26][cH:27][c:28]([N+:31](=[O:32])[O-:33])[cH:29][cH:30]2)[N:10]2[C:11](=[O:20])[CH:12]([CH:15]([CH3:16])[OH:17])[CH:13]2[CH2:14]1. The reactants are [H-].[Na+] (sodium hydride), C(C1=CC=CC=C1)Br (benzyl bromide), CN(C)C=O (DMF), CN(C)C=O (DMF), C(CCCO)O (1,4-butanediol), CN(C)C=O (DMF). Solvent: O (water), O (water). Conditions: temperature -20 celsius, time 30 minute. Yields the product C(C1=CC=CC=C1)OCCCCO (4-benzyloxybutan-1-ol). RXN SMILES: [H-].[Na+].CN(C=O)C.[CH2:8]([OH:13])[CH2:9][CH2:10][CH2:11][OH:12].[CH2:14](Br)[C:15]1[CH:20]=[CH:19][CH:18]=[CH:17][CH:16]=1>O>[CH2:14]([O:12][CH2:11][CH2:10][CH2:9][CH2:8][OH:13])[C:15]1[CH:20]=[CH:19][CH:18]=[CH:17][CH:16]=1 |f:0.1|. Procedure details: 42 a of sodium hydride (60% strength) are introduced in portions into 900 ml of abs. DMF at room temperature. 88.6 ml of 1,4-butanediol in 450 ml of abs. DMF are added dropwise to the suspension cooled to −20° C. such that the internal temperature does not exceed −15° C. After addition is complete, a solution of 121 ml of benzyl bromide in 870 ml of abs. DMF is rapidly added dropwise and the reaction mixture is then stirred at room temperature for 30 minutes. The reaction is ended by careful add... The reactants are C(C)(C)(C)OC1=NC=C(C=C1)N (2-tert.butoxy-5-aminopyridine), CN1CC(C[C@@H]2C=3C=CC=C4NC=C(C[C@@H]12)C34)=O (6-methyl-8-oxo-ergoline). Reagents/catalysts: [Pd] (palladium). The product is CN1CC(C[C@@H]2C=3C=CC=C4NC=C(C[C@@H]12)C34)NC=3C=CC(=NC3)OC(C)(C)C (6-methyl-8-(2-tert.butoxy-5-pyridylamino)ergoline). RXN SMILES: [C:1]([O:5][C:6]1[CH:11]=[CH:10][C:9]([NH2:12])=[CH:8][N:7]=1)([CH3:4])([CH3:3])[CH3:2].[CH3:13][N:14]1[C@H:28]2[C@@H:18]([C:19]3[CH:20]=[CH:21][CH:22]=[C:23]4[C:29]=3[C:26]([CH2:27]2)=[CH:25][NH:24]4)[CH2:17][C:16](=O)[CH2:15]1>[Pd]>[CH3:13][N:14]1[C@H:28]2[C@@H:18]([C:19]3[CH:20]=[CH:21][CH:22]=[C:23]4[C:29]=3[C:26]([CH2:27]2)=[CH:25][NH:24]4)[CH2:17][CH:16]([NH:12][C:9]2[CH:10]=[CH:11][C:6]([O:5][C:1]([CH3:4])([CH3:2])[CH3:3])=[N:7][CH:8]=2)[CH2:15]1. Reported procedure: The following compounds (isomers Ia and Ib) are obtained in a manner analogous to that described in Example 3, from 2-tert.butoxy-5-aminopyridine and 6-methyl-8-oxo-ergoline in the presence of palladium: Reactants: FC1=C(N)C=C(C(=C1)C)S (2-fluoro-4-methyl-5-mercaptoaniline), FC(CI)(F)F (2,2,2-trifluoroethyl iodide), C([O-])([O-])=O.[K+].[K+] (potassium carbonate), C(O)S(=O)[O-].[Na+] (Rongalit). Solvent: CN(C=O)C (N,N-dimethylformamide), O (water). Conditions: time 8 hour. Product: FC1=C(N)C=C(C(=C1)C)SCC(F)(F)F (2-fluoro-4-methyl-5-(2,2,2-trifluoroethylthio)aniline). The yield is 92.7%. Reaction SMILES: [F:1][C:2]1[CH:8]=[C:7]([CH3:9])[C:6]([SH:10])=[CH:5][C:3]=1[NH2:4].[F:11][C:12]([F:16])([F:15])[CH2:13]I.C(=O)([O-])[O-].[K+].[K+].C(S([O-])=O)O.[Na+]>O.CN(C)C=O>[F:1][C:2]1[CH:8]=[C:7]([CH3:9])[C:6]([S:10][CH2:13][C:12]([F:16])([F:15])[F:11])=[CH:5][C:3]=1[NH2:4] |f:2.3.4,5.6|. Procedure details: To 1,000 ml of a N,N-dimethylformamide solution of 129 g of 2-fluoro-4-methyl-5-mercaptoaniline, 250 g of 2,2,2-trifluoroethyl iodide and 125 g of potassium carbonate were added, and 10 g of Rongalit was further added, followed by stirring at room temperature for 8 hours. The reaction liquid was poured into water, the mixture was extracted with ethyl acetate, the organic layer was dried over anhydrous magnesium sulfate, and the solvent was distilled off under reduced pressure to obtain 182 g of ...